Dataset: the Open Reaction Database (ORD), a public repository of structured organic reaction records. Task: describe an organic reaction: reactants, conditions, products, and yield The reactants are FC=1C=C(C2=C(NC=N2)C1)C(C)=NO (1-(6-fluoro-1H-benzo[d]imidazol-4-yl)ethanone oxime), [NH4+].[Cl-] (NH4Cl). The reagents and catalysts are [Zn] (Zn). Solvent: CO (MeOH), CC(=O)O (HOAc). Conditions: temperature 80 celsius. Product: FC=1C=C(C2=C(NC=N2)C1)C(C)N (1-(6-Fluoro-1H-benzo[d]imidazol-4-yl)ethanamine). The yield is 97.5%. Reaction SMILES: [F:1][C:2]1[CH:3]=[C:4]([C:11](=[N:13]O)[CH3:12])[C:5]2[N:9]=[CH:8][NH:7][C:6]=2[CH:10]=1.[NH4+].[Cl-]>CO.CC(O)=O.[Zn]>[F:1][C:2]1[CH:3]=[C:4]([CH:11]([NH2:13])[CH3:12])[C:5]2[N:9]=[CH:8][NH:7][C:6]=2[CH:10]=1 |f:1.2|. Procedure details: A mixture of 1-(6-fluoro-1H-benzo[d]imidazol-4-yl)ethanone oxime (351 mg, 1.82 mmol), Zn powder (1.18 g, 18.2 mmol), and NH4Cl (973 mg, 18.2 mmol) in MeOH (50 mL) and HOAc (10 mL) was heated at 80° C. for 4 h. The reaction mixture was filtered and the filtrate concentrated in vacuo. To the residue was added NH4OH (50 mL), and the mixture was extracted with DCM (50 mL×3). The combined extracts were dried (MgSO4), filtered, and concentrated in vacuo. The crude mixture was purified by SiO2 chromato... The reactants are BrC=1NC=2C=CC=C3C2C1CCNC3=O (2-bromo-1,3,4,5-tetrahydro-azepino[5,4,3-cd]indol-6-one), FC=1C=CC(=C(C(=O)O)C1)C (5-fluoro-2-methylbenzoic acid). Yields the product BrC=1NC=2C=C(C=C3C2C1CCNC3=O)F (2-Bromo-8-fluoro-1,3,4,5-tetrahydro-azepino[5,4,3-cd]indol-6-one). As a reaction SMILES: [Br:1][C:2]1[NH:3][C:4]2[CH:5]=[CH:6][CH:7]=[C:8]3[C:14](=[O:15])[NH:13][CH2:12][CH2:11][C:10]=1[C:9]=23.[F:16]C1C=CC(C)=C(C=1)C(O)=O>>[Br:1][C:2]1[NH:3][C:4]2[CH:5]=[C:6]([F:16])[CH:7]=[C:8]3[C:14](=[O:15])[NH:13][CH2:12][CH2:11][C:10]=1[C:9]=23. Procedure: The title compound was prepared in a manner similar to that used for 2-bromo-1,3,4,5-tetrahydro-azepino[5,4,3-cd]indol-6-one, starting from 5-fluoro-2-methylbenzoic acid. 2-Bromo-8-fluoro-1,3,4,5-tetrahydro-azepino[5,4,3-cd]indol-6-one was isolated as an orange solid: m.p. 203-204° C. (dec); 1H NMR (300 MHz, d6-DMSO) δ 2.79 (m, 2H), 3.41 (m, 2H), 7.29 (dd, J=8.7, 1.2 Hz, 1H), 7.74 (dd, J=10.8, 10.8, 1.5 Hz, 1H), 8.23 (br t, 1H), 12.12 (br s, 1H). MS (electrospray, [M+Na]+) 305/307. Procedure details: 4-Bromobenzonitrile (2.000 g, 10.99 mmol), diethylamine (3.41 mL, 32.96 mmol) and POTASSIUM CARBONATE (4.56 g, 32.96 mmol) were mixed in dry  acetonitrile (10 mL) under argon in a microwave vial. The vial was sealed and heated with microvawes for 60 minutes at 160°C. Added diethylamine (3.41 mL, 32.96 mmol) and heated at 160°C for 3 hours. Added Palladium(II) acetate (0.123 g, 0.55 mmol) and 2-(Dicyclohexylphosphino)-2',4',6'-tri-i- propyl-1,1'-biphenyl (0.524 g, 1.10 mmol), purged with argon fo... Yields the product CCN(CC)C1=CC=C(C=C1)C#N. Yield: 39.2%. The reactants are CCNCC, C1=CC(=CC=C1C#N)Br. The solvent is CC#N. Reagents/catalysts: C(=O)([O-])[O-].[K+].[K+], CC(C)C1=CC(=C(C(=C1)C(C)C)C2=CC=CC=C2P(C3CCCCC3)C4CCCCC4)C(C)C, CC(=O)O.CC(=O)O.[Pd]. Run at temperature 160 celsius. Starting materials: C(C)N(C1=C(C=C(C(=C1)OC)OC)C1CC=2C=CC(=CC2CC1)OC(C(C)(C)C)=O)C(C1=CC=C(C=C1)O)=O (pivalic acid 6-{2-[ethyl(4-hydroxybenzoyl)amino]-4,5-dimethoxyphenyl}-5,6,7,8-tetrahydronaphthalen-2-yl ester), BrCC(=O)N1C(CCCC1(C)C)(C)C (2-bromo-1-(2,2,6,6-tetramethylpiperidin-1-yl)ethanone). Yields the product C(C)N(C1=C(C=C(C(=C1)OC)OC)C1CC=2C=CC(=CC2CC1)O)CC1=CC=C(C=C1)OCCN1C(CCCC1(C)C)(C)C (6-{2-{Ethyl{4-[2-(2,2,6,6-tetramethylpiperidin-1-yl)ethoxy]benzyl}amino}-4,5-dimethoxyphenyl}-5,6,7,8-tetrahydronaphthalen-2-ol). Yield: 11.2%. As a reaction SMILES: [CH2:1]([N:3]([C:31](=O)[C:32]1[CH:37]=[CH:36][C:35]([OH:38])=[CH:34][CH:33]=1)[C:4]1[CH:9]=[C:8]([O:10][CH3:11])[C:7]([O:12][CH3:13])=[CH:6][C:5]=1[CH:14]1[CH2:23][CH2:22][C:21]2[CH:20]=[C:19]([O:24]C(=O)C(C)(C)C)[CH:18]=[CH:17][C:16]=2[CH2:15]1)[CH3:2].Br[CH2:41][C:42]([N:44]1[C:49]([CH3:51])([CH3:50])[CH2:48][CH2:47][CH2:46][C:45]1([CH3:53])[CH3:52])=O>>[CH2:1]([N:3]([CH2:31][C:32]1[CH:33]=[CH:34][C:35]([O:38][CH2:41][CH2:42][N:44]2[C:49]([CH3:51])([CH3:50])[CH2:48][CH2:47][CH2:46][C:45]2([CH3:53])[CH3:52])=[CH:36][CH:37]=1)[C:4]1[CH:9]=[C:8]([O:10][CH3:11])[C:7]([O:12][CH3:13])=[CH:6][C:5]=1[CH:14]1[CH2:23][CH2:22][C:21]2[CH:20]=[C:19]([OH:24])[CH:18]=[CH:17][C:16]=2[CH2:15]1)[CH3:2]. Reported procedure: Synthesized from pivalic acid 6-{2-[ethyl(4-hydroxybenzoyl)amino]-4,5-dimethoxyphenyl}-5,6,7,8-tetrahydronaphthalen-2-yl ester (19 mg) and 2-bromo-1-(2,2,6,6-tetramethylpiperidin-1-yl)ethanone (18 mg) according to an analogous synthetic method to Example 404 and purified by LC-MS, the title compound (2.4 mg) was obtained.